Dataset: the Open Reaction Database (ORD), a public repository of structured organic reaction records. Task: describe an organic reaction: reactants, conditions, products, and yield Starting materials: [BH4-], CCCC12CCC3=C(CCc4cc(OC)ccc43)C1CCC2=O, CO, [Na+]. Product: CCCC12CCC3=C(CCc4cc(OC)ccc43)C1CCC2O. RXN SMILES: [BH4-:24].[CH2:1]([CH2:2][CH3:3])[C:4]12[C:5](=[O:23])[CH2:6][CH2:7][CH:8]1[C:9]1=[C:10]([CH2:11][CH2:12]2)[c:13]2[cH:14][cH:15][c:16]([O:21][CH3:22])[cH:17][c:18]2[CH2:19][CH2:20]1.[CH3:26][OH:27].[Na+:25]>>[CH2:1]([CH2:2][CH3:3])[C:4]12[CH:5]([OH:23])[CH2:6][CH2:7][CH:8]1[C:9]1=[C:10]([CH2:11][CH2:12]2)[c:13]2[cH:14][cH:15][c:16]([O:21][CH3:22])[cH:17][c:18]2[CH2:19][CH2:20]1.